From a dataset of the Open Reaction Database (ORD), a public repository of structured organic reaction records. describe an organic reaction: reactants, conditions, products, and yield Product: CCOP(=O)(Cc1cc(CC)no1)OCC. The reactants are CCc1cc(CCl)on1, CCOP(OCC)OCC. Reaction SMILES: [Cl:1][CH2:2][c:3]1[cH:4][c:5]([CH2:8][CH3:9])[n:6][o:7]1.[P:10]([O:11][CH2:12][CH3:13])([O:14][CH2:15][CH3:16])[O:17][CH2:18][CH3:19]>>[CH2:2]([c:3]1[cH:4][c:5]([CH2:8][CH3:9])[n:6][o:7]1)[P:10]([O:11][CH2:12][CH3:13])([O:14][CH2:15][CH3:16])=[O:17]. The reactants are C1COCCN1, Cc1cc(C)n(-c2nc(Cl)cc(NC3Cc4ccccc4C3)n2)n1. The product is Cc1cc(C)n(-c2nc(NC3Cc4ccccc4C3)cc(N3CCOCC3)n2)n1. RXN SMILES: [CH2:25]1[CH2:26][O:27][CH2:28][CH2:29][NH:30]1.[Cl:1][c:2]1[cH:3][c:4]([NH:15][CH:16]2[CH2:17][c:18]3[cH:19][cH:20][cH:21][cH:22][c:23]3[CH2:24]2)[n:5][c:6](-[n:8]2[n:9][c:10]([CH3:14])[cH:11][c:12]2[CH3:13])[n:7]1>>[c:2]1([N:30]2[CH2:25][CH2:26][O:27][CH2:28][CH2:29]2)[cH:3][c:4]([NH:15][CH:16]2[CH2:17][c:18]3[cH:19][cH:20][cH:21][cH:22][c:23]3[CH2:24]2)[n:5][c:6](-[n:8]2[n:9][c:10]([CH3:14])[cH:11][c:12]2[CH3:13])[n:7]1.